From a dataset of the Open Reaction Database (ORD), a public repository of structured organic reaction records. describe an organic reaction: reactants, conditions, products, and yield The reactants are Cc1ccccc1, Nc1ccncc1, BrC(c1ccccc1)c1ccccc1. Yields the product c1ccc(C(Nc2ccncc2)c2ccccc2)cc1. As a reaction SMILES: [CH3:22][c:23]1[cH:24][cH:25][cH:26][cH:27][cH:28]1.[NH2:15][c:16]1[cH:17][cH:18][n:19][cH:20][cH:21]1.[c:1]1([CH:7]([Br:8])[c:9]2[cH:10][cH:11][cH:12][cH:13][cH:14]2)[cH:2][cH:3][cH:4][cH:5][cH:6]1>>[c:1]1([CH:7]([c:9]2[cH:10][cH:11][cH:12][cH:13][cH:14]2)[NH:15][c:16]2[cH:17][cH:18][n:19][cH:20][cH:21]2)[cH:2][cH:3][cH:4][cH:5][cH:6]1.